describe an organic reaction: reactants, conditions, products, and yield From a dataset of the Open Reaction Database (ORD), a public repository of structured organic reaction records. The reactants are [OH-].[Na+] (sodium hydroxide), C(C)OC(CCCSC1=CC=C(C=C1)C12CC3CC(CC(C1)C3)C2)=O (4-[4-(1-adamantyl)-phenylthio]-butyric acid ethyl ester). Solvent: C(C)O (ethanol), O1CCCC1 (tetrahydrofurane). Run at time 3 day. Product: C12(CC3CC(CC(C1)C3)C2)C2=CC=C(C=C2)SCCCC(=O)O (4-[4-(1-adamantyl)-phenylthio]-butyric acid). RXN SMILES: [OH-].[Na+].C([O:5][C:6](=[O:27])[CH2:7][CH2:8][CH2:9][S:10][C:11]1[CH:16]=[CH:15][C:14]([C:17]23[CH2:26][CH:21]4[CH2:22][CH:23]([CH2:25][CH:19]([CH2:20]4)[CH2:18]2)[CH2:24]3)=[CH:13][CH:12]=1)C>C(O)C.O1CCCC1>[C:17]12([C:14]3[CH:13]=[CH:12][C:11]([S:10][CH2:9][CH2:8][CH2:7][C:6]([OH:27])=[O:5])=[CH:16][CH:15]=3)[CH2:18][CH:19]3[CH2:25][CH:23]([CH2:22][CH:21]([CH2:20]3)[CH2:26]1)[CH2:24]2 |f:0.1|. Procedure details: 100 ml of 2 N sodium hydroxide solution are added to a solution of 6 g of crude 4-[4-(1-adamantyl)-phenylthio]-butyric acid ethyl ester in 300 ml of ethanol and 100 ml of tetrahydrofurane and the mixture is left to stand for 3 days at about 25° C with exclusion of air. The reaction solution is then evaporated in vacuo to a volume of about 100 ml and partitioned between 3 times 200 ml of methylene chloride and 200 ml of 2 N hydrochloric acid. The organic phases are washed until neutral, dried ove... Starting materials: COC=1C=C(CC2N(CCCC3=C2C=C(C(=C3)OC)OC)C(C(=O)O)C3=CC=CC=C3)C=CC1OC ([1-(3,4-dimethoxy-benzyl)-7,8-dimethoxy-1,3,4,5-tetrahydro-benzo[c]azepin-2-yl]-phenyl-acetic acid), Cl.C(C)SCCN (2-(ethylthio)ethylamine hydrochloride). The product is COC=1C=C(CC2N(CCCC3=C2C=C(C(=C3)OC)OC)C(C(=O)NCCSCC)C3=CC=CC=C3)C=CC1OC (2-[1-(3,4-Dimethoxy-benzyl)-7,8-dimethoxy-1,3,4,5-tetrahydro-benzo[c]azepin-2-yl]-N-(2-ethylsulfanyl-ethyl)-2-phenyl-acetamide). As a reaction SMILES: [CH3:1][O:2][C:3]1[CH:4]=[C:5]([CH:32]=[CH:33][C:34]=1[O:35][CH3:36])[CH2:6][CH:7]1[C:13]2[CH:14]=[C:15]([O:20][CH3:21])[C:16]([O:18][CH3:19])=[CH:17][C:12]=2[CH2:11][CH2:10][CH2:9][N:8]1[CH:22]([C:26]1[CH:31]=[CH:30][CH:29]=[CH:28][CH:27]=1)[C:23](O)=[O:24].Cl.[CH2:38]([S:40][CH2:41][CH2:42][NH2:43])[CH3:39]>>[CH3:1][O:2][C:3]1[CH:4]=[C:5]([CH:32]=[CH:33][C:34]=1[O:35][CH3:36])[CH2:6][CH:7]1[C:13]2[CH:14]=[C:15]([O:20][CH3:21])[C:16]([O:18][CH3:19])=[CH:17][C:12]=2[CH2:11][CH2:10][CH2:9][N:8]1[CH:22]([C:26]1[CH:31]=[CH:30][CH:29]=[CH:28][CH:27]=1)[C:23]([NH:43][CH2:42][CH2:41][S:40][CH2:38][CH3:39])=[O:24] |f:1.2|. Procedure details: prepared by reaction of [1-(3,4-dimethoxy-benzyl)-7,8-dimethoxy-1,3,4,5-tetrahydro-benzo[c]azepin-2-yl]-phenyl-acetic acid with 2-(ethylthio)ethylamine hydrochloride. The reactants are CN(C=O)C (N,N-dimethylformamide), Cl.FC(C(=O)N1CCC(CC1)N)(F)F (1-(trifluoroacetyl)piperidine-4-amine hydrochloride), BrCC(=O)NC1=NC=CC=C1 (2-bromo-N-(pyridin-2-yl)acetamide), C([O-])([O-])=O.[K+].[K+] (potassium carbonate). The solvent is O (water), C(C)(=O)OCC (ethyl acetate). Run at time 4 hour. The product is N1=C(C=CC=C1)NC(CNC1CCN(CC1)C(C(F)(F)F)=O)=O (N-(pyridin-2-yl)-N2-(1-(trifluoroacetyl)piperidin-4-yl)glycinamide). RXN SMILES: CN(C)C=O.Cl.[F:7][C:8]([F:19])([F:18])[C:9]([N:11]1[CH2:16][CH2:15][CH:14]([NH2:17])[CH2:13][CH2:12]1)=[O:10].Br[CH2:21][C:22]([NH:24][C:25]1[CH:30]=[CH:29][CH:28]=[CH:27][N:26]=1)=[O:23].C(=O)([O-])[O-].[K+].[K+]>O.C(OCC)(=O)C>[N:26]1[CH:27]=[CH:28][CH:29]=[CH:30][C:25]=1[NH:24][C:22](=[O:23])[CH2:21][NH:17][CH:14]1[CH2:15][CH2:16][N:11]([C:9](=[O:10])[C:8]([F:7])([F:18])[F:19])[CH2:12][CH2:13]1 |f:1.2,4.5.6|. Reported procedure: To 15 mL of an N,N-dimethylformamide solution containing 1.5 g of 1-(trifluoroacetyl)piperidine-4-amine hydrochloride, 1.4 g of 2-bromo-N-(pyridin-2-yl)acetamide and 1.8 g of potassium carbonate were added, and the mixture was stirred at room temperature for 4 hours. The reaction mixture was added with ethyl acetate and water. The organic layer was separated, and the aqueous layer was extracted with ethyl acetate. The organic layer and the extract were combined, the resultant solution was washed... Reactants: C(C)[N+](CC)(CC)CC (tetraethyl ammonium), C1(=CC=C(C=C1)S(=O)(=O)O)C (p-toluenesulfonic acid), CN(C=O)C (dimethylformamide), COC1=CC=C(C=O)C=C1 (p-methoxybenzaldehyde), C(Cl)(Cl)(Cl)Cl (carbon tetrachloride). Run in C(Cl)(Cl)Cl (chloroform). The product is ClC(Cl)(Cl)C(O)C1=CC=C(C=C1)OC (trichloromethyl-4-methoxyphenyl carbinol). The yield is 94.5%. RXN SMILES: C([N+](CC)(CC)CC)C.C1(C)C=CC(S(O)(=O)=O)=CC=1.CN(C)C=O.[CH3:26][O:27][C:28]1[CH:35]=[CH:34][C:31]([CH:32]=[O:33])=[CH:30][CH:29]=1.[C:36](Cl)([Cl:39])([Cl:38])[Cl:37]>C(Cl)(Cl)Cl>[Cl:37][C:36]([CH:32]([C:31]1[CH:34]=[CH:35][C:28]([O:27][CH3:26])=[CH:29][CH:30]=1)[OH:33])([Cl:39])[Cl:38]. Procedure details: A 10 g quantity of tetraethyl ammonium salt of p-toluenesulfonic acid was dissolved in 60 ml of dimethylformamide containing 0.1 mole of chloroform. The solution was placed in a cathode chamber and in an anode chamber. Further 13.6 g (0.1 mole) of p-methoxybenzaldehyde and 0.01 mole of carbon tetrachloride was introduced into the cathode chamber. A glass filter was used as a diaphragm. Electrolysis was conducted at a constant current of 0.1 A. After current (2 F/mole) was passed, the reaction li... Starting materials: CC1=CC=C(C=C1)S(=O)(=O)[O-].C1=CC=[NH+]C=C1 (PPTS), C(C)O (ethanol), C(CCCCCC)C1=CC=C(C=C1)C1=CC=C(C=C1)C(=O)OC(C(=O)C1=CC=C(C=C1)OCC=C)C (1-methyl-2-(4'-allyloxy-phenyl)-2-keto-ethyl 4'-heptylbiphenyl-4-ylcarboxylate). The solvent is O (water). Yields the product COCCOCOC1=CC=C(C=C1)C(C(C)O)=O (1-(4-methoxyethoxymethoxyphenyl)-2-hydroxy-1-propanone). Reaction SMILES: CC1C=CC(S([O-])(=O)=[O:9])=CC=1.[CH:12]1[CH:17]=C[NH+]=CC=1.[CH2:18]([OH:20])C.C(C1C=CC(C2C=CC(C([O:42][CH:43]([CH3:56])[C:44]([C:46]3[CH:51]=[CH:50][C:49]([O:52][CH2:53]C=C)=[CH:48][CH:47]=3)=[O:45])=O)=CC=2)=CC=1)CCCCCC>O>[CH3:18][O:20][CH2:17][CH2:12][O:9][CH2:53][O:52][C:49]1[CH:48]=[CH:47][C:46]([C:44](=[O:45])[CH:43]([OH:42])[CH3:56])=[CH:51][CH:50]=1 |f:0.1|. Procedure details: To this compound, 0.5 g of PPTS and 100 ml of ethanol were added, and the resulting mixture was stirred at room temperature. After addition of water, the mixture was extracted with toluene. The organic layer thus obtained was neutralized, washed with water, dried, and then concentrated to obtain the desired (S) 1-(4-methoxyethoxymethoxyphenyl)-2-hydroxy-1-propane. Starting materials: C(CC)NC(CC1=CC=C(C=C1)OC(C)=O)=O (N-(1-propyl)-4-acetoxyphenylacetamide), C([O-])([O-])=O.[Na+].[Na+] (sodium carbonate). The solvent is CO (methanol), O (water). Conditions: time 8 hour. Product: C(CC)NC(CC1=CC=C(C=C1)O)=O (N-(1-propyl)-4-hydroxyphenylacetamide). As a reaction SMILES: [CH2:1]([NH:4][C:5](=[O:17])[CH2:6][C:7]1[CH:12]=[CH:11][C:10]([O:13]C(=O)C)=[CH:9][CH:8]=1)[CH2:2][CH3:3].C(=O)([O-])[O-].[Na+].[Na+]>CO.O>[CH2:1]([NH:4][C:5](=[O:17])[CH2:6][C:7]1[CH:8]=[CH:9][C:10]([OH:13])=[CH:11][CH:12]=1)[CH2:2][CH3:3] |f:1.2.3|. Reported procedure: To a solution of N-(1-propyl)-4-acetoxyphenylacetamide (11.4 g) in methanol (25 ml) was added a solution of sodium carbonate (2.65 g) in water (50 ml), and the mixture stirred overnight at ambient temperature. The methanol was removed in vacuo and the aqueous residue acidified to pH2. The product was extracted with ethyl acetate (3×50 ml), and the organic extracts combined and washed with brine (50 ml), dried (MgSO4). The solvent was evaporated to give N-(1-propyl)-4-hydroxyphenylacetamide as a ... The reactants are [N+](=O)([O-])C=1C=CC(=NC1)Cl (5-nitro-2-chloro-pyridine), N1CCC(CC1)C(=O)N (piperidine-4-carboxylic acid amide), C([O-])([O-])=O.[K+].[K+] (potassium carbonate). Solvent: O1CCOCC1 (1,4 dioxane), O (water). Reaction conditions: temperature 100 celsius. Yields the product [N+](=O)([O-])C=1C=CC(=NC1)N1CCC(CC1)C(=O)N (5′-nitro-3,4,5,6-tetrahydro-2H-[1,2′]bipyridinyl-4-carboxylic acid amide). The yield is 92.9%. As a reaction SMILES: [N+:1]([C:4]1[CH:5]=[CH:6][C:7](Cl)=[N:8][CH:9]=1)([O-:3])=[O:2].[NH:11]1[CH2:16][CH2:15][CH:14]([C:17]([NH2:19])=[O:18])[CH2:13][CH2:12]1.C(=O)([O-])[O-].[K+].[K+]>O1CCOCC1.O>[N+:1]([C:4]1[CH:5]=[CH:6][C:7]([N:11]2[CH2:16][CH2:15][CH:14]([C:17]([NH2:19])=[O:18])[CH2:13][CH2:12]2)=[N:8][CH:9]=1)([O-:3])=[O:2] |f:2.3.4|. Procedure: A mixture of 5-nitro-2-chloro-pyridine (2 g, 12.6 mmol), piperidine-4-carboxylic acid amide (1.78 g, 13.9 mmol), and potassium carbonate (3.48 g, 25.2 mmol) in anhydrous 1,4 dioxane (65 mL) was heated in an oil bath at 100° C. for 5 hr. The reaction was diluted with water (500 mL) and extracted with ethyl acetate (500 mL). The resulting yellow precipitate that form in both layers was filtered off and washed with minimal ethyl acetate, dichloromethane, and hexanes, and dried. The aqueous layer wa... Starting materials: COc1ccc(N)cc1, O=C(O)c1ccc(Cl)cc1[N+](=O)[O-]. Yields the product COc1ccc(NC(=O)c2ccc(Cl)cc2[N+](=O)[O-])cc1. As a reaction SMILES: [CH3:14][O:15][c:16]1[cH:17][cH:18][c:19]([NH2:22])[cH:20][cH:21]1.[Cl:1][c:2]1[cH:3][c:4]([N+:11](=[O:12])[O-:13])[c:5]([C:6](=[O:7])[OH:8])[cH:9][cH:10]1>>[Cl:1][c:2]1[cH:3][c:4]([N+:11](=[O:12])[O-:13])[c:5]([C:6](=[O:8])[NH:22][c:19]2[cH:18][cH:17][c:16]([O:15][CH3:14])[cH:21][cH:20]2)[cH:9][cH:10]1.